This data is from the Open Reaction Database (ORD), a public repository of structured organic reaction records. The task is: describe an organic reaction: reactants, conditions, products, and yield Reactants: [O-]C#N.[K+] (potassium cyanate), NC1=C(CO)C(=CC=C1)C (2-amino-6-methylbenzyl alcohol), C(C)(=O)O (acetic acid). Run in O (water), O (water). Conditions: time 2.5 hour. The product is CC1=CC=CC(=C1CO)NC(=O)N (6-methyl-2-ureidobenzyl alcohol). The yield is 73.9%. RXN SMILES: [O-:1][C:2]#[N:3].[K+].[NH2:5][C:6]1[CH:13]=[CH:12][CH:11]=[C:10]([CH3:14])[C:7]=1[CH2:8][OH:9].C(O)(=O)C>O>[CH3:14][C:10]1[C:7]([CH2:8][OH:9])=[C:6]([NH:5][C:2]([NH2:3])=[O:1])[CH:13]=[CH:12][CH:11]=1 |f:0.1|. Procedure: A solution of potassium cyanate (1.62 g) in water (5 ml) was dded dropwise to a mixture of 2-amino-6-methylbenzyl alcohol (1.37 g), water (5 ml), and acetic acid (6 ml) at room temperature. After being stirred for 2.5 hours, the resulting precipitates were collected by filtration, washed with water, and dried to give 6-methyl-2-ureidobenzyl alcohol (1.33 g). The reactants are 38, NC1=CC=NC=C1 (4-aminopyridine), BrC(C1=CC=CC=C1)C1=CC=CC=C1 (bromodiphenylmethane). Run in C(C)#N (acetonitrile). Yields the product [Br-].NC1=CC=[N+](C=C1)C(C1=CC=CC=C1)C1=CC=CC=C1 (4-amino-1-(diphenylmethyl)pyridinium bromide). RXN SMILES: [NH2:1][C:2]1[CH:7]=[CH:6][N:5]=[CH:4][CH:3]=1.[Br:8][CH:9]([C:16]1[CH:21]=[CH:20][CH:19]=[CH:18][CH:17]=1)[C:10]1[CH:15]=[CH:14][CH:13]=[CH:12][CH:11]=1>C(#N)C>[Br-:8].[NH2:1][C:2]1[CH:7]=[CH:6][N+:5]([CH:9]([C:10]2[CH:15]=[CH:14][CH:13]=[CH:12][CH:11]=2)[C:16]2[CH:21]=[CH:20][CH:19]=[CH:18][CH:17]=2)=[CH:4][CH:3]=1 |f:3.4|. Reported procedure: A mixture of 38 parts of 4-aminopyridine, 100 parts of bromodiphenylmethane and 500 parts by volume of acetonitrile is heated at reflux temperature for about three hours with stirring. The reaction mixture is filtered, the solid obtained washed with 125 parts by volume of hot acetonitrile and air-dried overnight at room temperature. The obtained solid is recrystallized from 500 parts by volume of ethanol to yield 4-amino-1-(diphenylmethyl)pyridinium bromide, as a colorless crystalline solid melt...